This data is from the Open Reaction Database (ORD), a public repository of structured organic reaction records. The task is: describe an organic reaction: reactants, conditions, products, and yield Reactants: O=Cc1ccc(C(=O)O)cc1, C[Si](C)(C)C=[N+]=[N-], ClCCl, [Na+], O=C([O-])O. Yields the product COC(=O)c1ccc(C=O)cc1. As a reaction SMILES: [C:1](=[O:2])([OH:3])[c:4]1[cH:5][cH:6][c:7]([CH:8]=[O:9])[cH:10][cH:11]1.[CH3:12][Si:13]([CH:14]=[N+:15]=[N-:16])([CH3:17])[CH3:18].[Cl:24][CH2:25][Cl:26].[Na+:23].[O-:19][C:20]([OH:21])=[O:22]>>[C:1]([O:2][CH3:12])(=[O:3])[c:4]1[cH:5][cH:6][c:7]([CH:8]=[O:9])[cH:10][cH:11]1. Starting materials: C(C1=CC=CC=C1)OC(=O)N[C@@H](CC1=CC=CC2=CC=CC=C12)C(=O)N[C@@H](CC1=CNC=N1)C(=O)NN (N-benzyloxycarbonyl-3-(1-naphthyl)-L-alanyl-L-histidine hydrazide), alcohol, C(C)(C)(C)OC(=O)N[C@H]([C@H](CCO)O)CC(C)C ((3S,4S)-4-t-Butoxycarbonylamino-3-hydroxy-6-methylheptanol). Product: C(C1=CC=CC=C1)OC(=O)N[C@@H](CC1=CC=CC2=CC=CC=C12)C(=O)N[C@@H](CC1=CNC=N1)C(=O)N[C@H]([C@H](CCO)O)CC(C)C ((3S,4S)-4-[N-Benzyloxycarbonyl-3-(1-naphthyl)-L-alanyl-L-histidyl]amino-3-hydroxy-6-methylheptanol). As a reaction SMILES: [CH2:1]([O:8][C:9]([NH:11][C@H:12]([C:24]([NH:26][C@H:27]([C:34]([NH:36]N)=[O:35])[CH2:28][C:29]1[N:33]=[CH:32][NH:31][CH:30]=1)=[O:25])[CH2:13][C:14]1[C:23]2[C:18](=[CH:19][CH:20]=[CH:21][CH:22]=2)[CH:17]=[CH:16][CH:15]=1)=[O:10])[C:2]1[CH:7]=[CH:6][CH:5]=[CH:4][CH:3]=1.C(OC(N[C@@H:46]([CH2:52][CH:53]([CH3:55])[CH3:54])[C@@H:47]([OH:51])[CH2:48][CH2:49][OH:50])=O)(C)(C)C>>[CH2:1]([O:8][C:9]([NH:11][C@H:12]([C:24]([NH:26][C@H:27]([C:34]([NH:36][C@@H:46]([CH2:52][CH:53]([CH3:55])[CH3:54])[C@@H:47]([OH:51])[CH2:48][CH2:49][OH:50])=[O:35])[CH2:28][C:29]1[N:33]=[CH:32][NH:31][CH:30]=1)=[O:25])[CH2:13][C:14]1[C:23]2[C:18](=[CH:19][CH:20]=[CH:21][CH:22]=2)[CH:17]=[CH:16][CH:15]=1)=[O:10])[C:2]1[CH:7]=[CH:6][CH:5]=[CH:4][CH:3]=1. Reported procedure: The procedure described in Example 12(c) was repeated, but using 125 mg. (0.25 mmole) of N-benzyloxycarbonyl-3-(1-naphthyl)-L-alanyl-L-histidine hydrazide and 65 mg. (0.25 mmole) of the alcohol prepared as described in (a) above. There were obtained 42 mg. of the desired compound as a white powdery solid, melting at 196°-198° C.; [α]24 -57.8° (C=0.5, methanol). Reactants: CCOC(=O)N1c2ccc(C(F)(F)F)cc2C(Nc2ncc(N3CCSCC3)c(Cc3cc(C(F)(F)F)cc(C(F)(F)F)c3)n2)CC1CC, ClC(Cl)Cl, O=C(OO)c1cccc(Cl)c1, O. Yields the product CCOC(=O)N1c2ccc(C(F)(F)F)cc2C(Nc2ncc(N3CCS(=O)CC3)c(Cc3cc(C(F)(F)F)cc(C(F)(F)F)c3)n2)CC1CC. RXN SMILES: [CH2:1]([CH3:2])[O:3][C:4](=[O:5])[N:6]1[CH:7]([CH2:48][CH3:49])[CH2:8][CH:9]([NH:20][c:21]2[n:22][cH:23][c:24]([N:42]3[CH2:43][CH2:44][S:45][CH2:46][CH2:47]3)[c:25]([CH2:27][c:28]3[cH:29][c:30]([C:38]([F:39])([F:40])[F:41])[cH:31][c:32]([C:34]([F:35])([F:36])[F:37])[cH:33]3)[n:26]2)[c:10]2[cH:11][c:12]([C:16]([F:17])([F:18])[F:19])[cH:13][cH:14][c:15]21.[CH:62]([Cl:63])([Cl:64])[Cl:65].[Cl:50][c:51]1[cH:52][cH:53][cH:54][c:55]([C:56]([O:57][OH:59])=[O:58])[cH:60]1.[OH2:61]>>[CH2:1]([CH3:2])[O:3][C:4](=[O:5])[N:6]1[CH:7]([CH2:48][CH3:49])[CH2:8][CH:9]([NH:20][c:21]2[n:22][cH:23][c:24]([N:42]3[CH2:43][CH2:44][S:45](=[O:58])[CH2:46][CH2:47]3)[c:25]([CH2:27][c:28]3[cH:29][c:30]([C:38]([F:39])([F:40])[F:41])[cH:31][c:32]([C:34]([F:35])([F:36])[F:37])[cH:33]3)[n:26]2)[c:10]2[cH:11][c:12]([C:16]([F:17])([F:18])[F:19])[cH:13][cH:14][c:15]21. Starting materials: C(C1=CC=CC=C1)OC[C@@]1([C@@H](CN(CC1)C(=O)OC(C)(C)C)F)OC (tert-butyl rel-(3R,4S)-4-[(benzyloxy)methyl]-3-fluoro-4-methoxypiperidine-1-carboxylate), [H][H] (hydrogen). Reagents/catalysts: [OH-].[OH-].[Pd+2] (palladium hydroxide on carbon). The solvent is CO (MeOH). Product: F[C@@H]1CN(CC[C@]1(OC)CO)C(=O)OC(C)(C)C (tert-butyl rel-(3R,4S)-3-fluoro-4-(hydroxymethyl)-4-methoxypiperidine-1-carboxylate). Isolated yield 110.6%. Reaction SMILES: C([O:8][CH2:9][C@@:10]1([O:24][CH3:25])[CH2:15][CH2:14][N:13]([C:16]([O:18][C:19]([CH3:22])([CH3:21])[CH3:20])=[O:17])[CH2:12][C@H:11]1[F:23])C1C=CC=CC=1.[H][H]>[OH-].[OH-].[Pd+2].CO>[F:23][C@H:11]1[C@:10]([CH2:9][OH:8])([O:24][CH3:25])[CH2:15][CH2:14][N:13]([C:16]([O:18][C:19]([CH3:22])([CH3:21])[CH3:20])=[O:17])[CH2:12]1 |f:2.3.4|. Procedure details: 20% palladium hydroxide on carbon powder (102 mg) was suspended in a MeOH (29 ml) solution of tert-butyl rel-(3R,4S)-4-[(benzyloxy)methyl]-3-fluoro-4-methoxypiperidine-1-carboxylate (971 mg), and stirring was performed at room temperature under a flow of hydrogen gas for 4 hours. After filtration through Celite, the filtrate was concentrated to obtain tert-butyl rel-(3R,4S)-3-fluoro-4-(hydroxymethyl)-4-methoxypiperidine-1-carboxylate (800 mg).